This data is from the Open Reaction Database (ORD), a public repository of structured organic reaction records. The task is: describe an organic reaction: reactants, conditions, products, and yield Reported procedure: To a stirred solution of 1.99 g (3.6 mmol) of dimethyl N-[4-[3-(2,4-bis(acetamido)-1,6-dihydro-6-oxo-5-pyrimidinyl)propylamino]benzoyl]-L-glutamate in 50 ml of acetonitrile and 5 ml of dimethylformamide was added 2 ml of 37% aqueous formaldehyde followed by 0.50 g (8.0 mmol) of sodium cyanoborohydride and 2 ml of acetic acid. After 18 hours the mixture was filtered to remove the solids and the filtrate was spin evaporated in vacuo. The residue was diluted with 100 ml of ice water, and then extra... RXN SMILES: C([NH:4][C:5]1[NH:6][C:7](=[O:39])[C:8]([CH2:15][CH2:16][CH2:17][NH:18][C:19]2[CH:38]=[CH:37][C:22]([C:23]([NH:25][C@H:26]([C:33]([O:35]C)=[O:34])[CH2:27][CH2:28][C:29]([O:31]C)=[O:30])=[O:24])=[CH:21][CH:20]=2)=[C:9]([NH:11]C(=O)C)[N:10]=1)(=O)C.C=O.[C:42]([BH3-])#N.[Na+].C(O)(=O)C>C(#N)C.CN(C)C=O>[NH2:4][C:5]1[NH:6][C:7](=[O:39])[C:8]([CH2:15][CH2:16][CH2:17][N:18]([C:19]2[CH:20]=[CH:21][C:22]([C:23]([NH:25][C@H:26]([C:33]([OH:35])=[O:34])[CH2:27][CH2:28][C:29]([OH:31])=[O:30])=[O:24])=[CH:37][CH:38]=2)[CH3:42])=[C:9]([NH2:11])[N:10]=1 |f:2.3|. Product: NC=1NC(C(=C(N1)N)CCCN(C)C1=CC=C(C(=O)N[C@@H](CCC(=O)O)C(=O)O)C=C1)=O (N-[4-[3-(2,4-diamino-1,6-dihydro-6-oxo-5-pyrimidinyl)-N-methylpropylamino]benzoyl]-L-glutamic acid). Isolated yield 130.7%. Solvent: C(C)#N (acetonitrile), CN(C=O)C (dimethylformamide). Reactants: C(C)(=O)NC=1NC(C(=C(N1)NC(C)=O)CCCNC1=CC=C(C(=O)N[C@@H](CCC(=O)OC)C(=O)OC)C=C1)=O (dimethyl N-[4-[3-(2,4-bis(acetamido)-1,6-dihydro-6-oxo-5-pyrimidinyl)propylamino]benzoyl]-L-glutamate), C=O (formaldehyde), C(C)(=O)O (acetic acid), C(#N)[BH3-].[Na+] (sodium cyanoborohydride). The reactants are COC(=N)C1=NN(C(=C1S(=O)C)N)C1=C(C=C(C=C1Cl)C(F)(F)F)Cl (5-amino-1-[2,6-dichloro-4-(trifluoromethyl)phenyl]-4-methylsulfinyl-1H-pyrazole-3-carboximidic acid methyl ester), Cl.O(C)N (methoxylamine hydrochloride). Run in CO (methanol). Run at time 4 hour. Product: NC1=C(C(=NN1C1=C(C=C(C=C1Cl)C(F)(F)F)Cl)C(NOC)=N)S(=O)C (5-amino-1-[2,6-dichloro-4-(trifluoromethyl)phenyl]-N-methoxy-4-methylsulfinyl-1H-pyrazole-3-carboximidamide). Yield: 27.2%. As a reaction SMILES: CO[C:3]([C:5]1[C:9]([S:10]([CH3:12])=[O:11])=[C:8]([NH2:13])[N:7]([C:14]2[C:19]([Cl:20])=[CH:18][C:17]([C:21]([F:24])([F:23])[F:22])=[CH:16][C:15]=2[Cl:25])[N:6]=1)=[NH:4].Cl.[O:27]([NH2:29])[CH3:28]>CO>[NH2:13][C:8]1[N:7]([C:14]2[C:15]([Cl:25])=[CH:16][C:17]([C:21]([F:23])([F:24])[F:22])=[CH:18][C:19]=2[Cl:20])[N:6]=[C:5]([C:3](=[NH:4])[NH:29][O:27][CH3:28])[C:9]=1[S:10]([CH3:12])=[O:11] |f:1.2|. Procedure: To a stirred solution of 5-amino-1-[2,6-dichloro-4-(trifluoromethyl)phenyl]-4-methylsulfinyl-1H-pyrazole-3-carboximidic acid methyl ester (1.0 g) in anhydrous methanol was added anhydrous methoxylamine hydrochloride (0.2 g). After 4 hours at 20° C., the mixture was evaporated and dichloromethane and water added. The organic layer was dried (MgSO4), evaporated and chromatographed on a florisil column, eluting with 3:1 dichloromethane/ethyl acetate to give 5-amino-1-[2,6-dichloro-4-(trifluoromethy... Starting materials: C(C)OC(=O)C=1NC=C(C1)NC(C(CSC(C)=O)CC1=CC(=CC=C1)OC)=O (N-(2-ethoxycarbonyl-4-pyrrolyl)-3-acetylthio-2-(3-methoxybenzyl)-propanamide). Run in C(C)(=O)OCC (ethyl acetate). The product is C(=O)(O)C=1NC=C(C1)NC(C(CS)CC1=CC(=CC=C1)OC)=O (N-(2-carboxy-4-pyrrolyl)-3-mercapto-2-(3-methoxybenzyl)-propanamide). The yield is 64.3%. Reaction SMILES: C([O:3][C:4]([C:6]1[NH:7][CH:8]=[C:9]([NH:11][C:12](=[O:28])[CH:13]([CH2:19][C:20]2[CH:25]=[CH:24][CH:23]=[C:22]([O:26][CH3:27])[CH:21]=2)[CH2:14][S:15]C(=O)C)[CH:10]=1)=[O:5])C>C(OCC)(=O)C>[C:4]([C:6]1[NH:7][CH:8]=[C:9]([NH:11][C:12](=[O:28])[CH:13]([CH2:19][C:20]2[CH:25]=[CH:24][CH:23]=[C:22]([O:26][CH3:27])[CH:21]=2)[CH2:14][SH:15])[CH:10]=1)([OH:5])=[O:3]. Procedure: By working in a way similar to that described in example 17 and by using N-(2-ethoxycarbonyl-4-pyrrolyl)-3-acetylthio-2-(3-methoxybenzyl)-propanamide (0.98 g; 2.42 mmoles), prepared as described in example 24, a crude was obtained which, chromatographed on silica gel (eluent CH2Cl2 :CH3OH:CH3COOH=90:10:1) and collected with ligroin:ethyl acetate=1:1 afforded N-(2-carboxy-4-pyrrolyl)-3-mercapto-2-(3-methoxybenzyl)-propanamide (0.520 g; 64.2% yield) as white solid. The reactants are CN(C(=O)C1=CC2=C(N=C(N=C2)NC2=NC=C(C=C2)C=O)N1C1CCCC1)C (7-cyclopentyl-2-(5-formyl-pyridin-2-ylamino)-7H-pyrrolo[2,3-d]pyrimidine-6-carboxylic acid dimethylamide), C(C)(C)(C)OC(=O)N1C2CNCC1CC2 (3,8-diaza-bicyclo[3.2.1]octane-8-carboxylic acid tert-butyl ester). Yields the product C(C)(C)(C)OC(=O)N1C2CN(CC1CC2)CC=2C=NC(=CC2)NC=2N=CC1=C(N2)N(C(=C1)C(N(C)C)=O)C1CCCC1 (3-[6-(7-cyclopentyl-6-dimethylcarbamoyl-7H-pyrrolo[2,3-d]pyrimidin-2-ylamino)-pyridin-3-ylmethyl]-3,8-diaza-bicyclo[3.2.1]octane-8-carboxylic acid tert-butyl ester), solid. Reaction SMILES: [CH3:1][N:2]([CH3:28])[C:3]([C:5]1[N:22]([CH:23]2[CH2:27][CH2:26][CH2:25][CH2:24]2)[C:8]2[N:9]=[C:10]([NH:13][C:14]3[CH:19]=[CH:18][C:17]([CH:20]=O)=[CH:16][N:15]=3)[N:11]=[CH:12][C:7]=2[CH:6]=1)=[O:4].[C:29]([O:33][C:34]([N:36]1[CH:41]2[CH2:42][CH2:43][CH:37]1[CH2:38][NH:39][CH2:40]2)=[O:35])([CH3:32])([CH3:31])[CH3:30]>>[C:29]([O:33][C:34]([N:36]1[CH:37]2[CH2:43][CH2:42][CH:41]1[CH2:40][N:39]([CH2:20][C:17]1[CH:16]=[N:15][C:14]([NH:13][C:10]3[N:11]=[CH:12][C:7]4[CH:6]=[C:5]([C:3](=[O:4])[N:2]([CH3:28])[CH3:1])[N:22]([CH:23]5[CH2:24][CH2:25][CH2:26][CH2:27]5)[C:8]=4[N:9]=3)=[CH:19][CH:18]=1)[CH2:38]2)=[O:35])([CH3:32])([CH3:30])[CH3:31]. Procedure: Following General Procedure B, 7-cyclopentyl-2-(5-formyl-pyridin-2-ylamino)-7H-pyrrolo[2,3-d]pyrimidine-6-carboxylic acid dimethylamide (0.153 g, 0.405 mmol) and 3,8-diaza-bicyclo[3.2.1]octane-8-carboxylic acid tert-butyl ester (95 mg, 0.445 mmol) gave 3-[6-(7-cyclopentyl-6-dimethylcarbamoyl-7H-pyrrolo[2,3-d]pyrimidin-2-ylamino)-pyridin-3-ylmethyl]-3,8-diaza-bicyclo[3.2.1]octane-8-carboxylic acid tert-butyl ester as an off white solid (0.186 g, 80%) [following purification by SiO2 chromatography... The reactants are CO, [Fe], Nc1cc(Sc2nc[nH]n2)ccc1[N+](=O)[O-], O=S(=O)([O-])[O-], O. The product is Nc1ccc(Sc2nc[nH]n2)cc1N. As a reaction SMILES: [CH3:22][OH:23].[Fe:24].[NH2:1][c:2]1[c:3]([N+:14]([O-:15])=[O:16])[cH:4][cH:5][c:6]([S:8][c:9]2[n:10][nH:11][cH:12][n:13]2)[cH:7]1.[O-:17][S:18](=[O:19])(=[O:20])[O-:21].[OH2:25]>>[NH2:1][c:2]1[c:3]([NH2:14])[cH:4][cH:5][c:6]([S:8][c:9]2[n:10][nH:11][cH:12][n:13]2)[cH:7]1.